From a dataset of the Open Reaction Database (ORD), a public repository of structured organic reaction records. describe an organic reaction: reactants, conditions, products, and yield Reactants: Cl (hydrochloric acid), [BH4-].[Na+] (sodium borohydride), O[C@@H]1C[C@H](N(C1)C(=O)OCC1=CC=C(C=C1)[N+](=O)[O-])CNC(=O)CNC(=O)N ((2S, 4R)-4-hydroxy-1-(4-nitrobenzyloxycarbonyl)-2-[(ureidomethylcarbonyl)aminomethyl]pyrrolidine), B(F)(F)F.CCOCC (boron trifluoride etherate). Solvent: CO (methanol), C(C)O (Ethanol), O1CCCC1 (tetrahydrofuran). Product: Cl.O[C@@H]1C[C@H](N(C1)C(=O)OCC1=CC=C(C=C1)[N+](=O)[O-])CNCCNC(=O)N ((2S, 4R)-4-hydroxy-1-(4-nitrobenzyloxycarbonyl)-2-[(2-ureidoethyl) aminomethyl]pyrrolidine hydrochloride). Reaction SMILES: [BH4-].[Na+].B(F)(F)F.CCOCC.[OH:12][C@H:13]1[CH2:17][N:16]([C:18]([O:20][CH2:21][C:22]2[CH:27]=[CH:26][C:25]([N+:28]([O-:30])=[O:29])=[CH:24][CH:23]=2)=[O:19])[C@H:15]([CH2:31][NH:32][C:33]([CH2:35][NH:36][C:37]([NH2:39])=[O:38])=O)[CH2:14]1.[ClH:40]>O1CCCC1.CO.C(O)C>[ClH:40].[OH:12][C@H:13]1[CH2:17][N:16]([C:18]([O:20][CH2:21][C:22]2[CH:23]=[CH:24][C:25]([N+:28]([O-:30])=[O:29])=[CH:26][CH:27]=2)=[O:19])[C@H:15]([CH2:31][NH:32][CH2:33][CH2:35][NH:36][C:37]([NH2:39])=[O:38])[CH2:14]1 |f:0.1,2.3,9.10|. Reported procedure: To a suspension of sodium borohydride (1.38 g) in tetrahydrofuran (50 ml) was added boron trifluoride etherate (4.49 ml) in a nitrogen stream with stirring at 0°~5° C. The mixture was stirred at the same condition for 30 minutes To the mixture was added a solution of (2S, 4R)-4-hydroxy-1-(4-nitrobenzyloxycarbonyl)-2-[(ureidomethylcarbonyl)aminomethyl]pyrrolidine (2.90 g) at 0°~5° C. The mixture was stirred at 0°~5° C. for 1 hour and at ambient temperature overnight. Ethanol (30 ml) was added to ... Starting materials: Cc1ccc(C(C)(CO)CCCCBr)cc1, C1=COCCC1, ClCCl, O, Cc1ccc(S(=O)(=O)O)cc1. The product is Cc1ccc(C(C)(CCCCBr)COC2CCCCO2)cc1. Reaction SMILES: [Br:7][CH2:8][CH2:9][CH2:10][CH2:11][C:12]([CH2:13][OH:14])([c:15]1[cH:16][cH:17][c:18]([CH3:21])[cH:19][cH:20]1)[CH3:22].[CH2:1]1[CH2:2][O:3][CH:4]=[CH:5][CH2:6]1.[Cl:35][CH2:36][Cl:37].[OH2:23].[c:24]1([CH3:25])[cH:26][cH:27][c:28]([S:29]([OH:30])(=[O:31])=[O:32])[cH:33][cH:34]1>>[CH2:1]1[CH2:2][O:3][CH:4]([O:14][CH2:13][C:12]([CH2:11][CH2:10][CH2:9][CH2:8][Br:7])([c:15]2[cH:16][cH:17][c:18]([CH3:21])[cH:19][cH:20]2)[CH3:22])[CH2:5][CH2:6]1. Reactants: CCCC[N+](CCCC)(CCCC)CCCC, C1CCOC1, COC(=O)C(C)(C)NC(=O)c1ccc2ccccc2c1OCCO[Si](C)(C)C(C)(C)C, [F-]. Product: COC(=O)C(C)(C)NC(=O)c1ccc2ccccc2c1OCCO. RXN SMILES: [CH2:33]([N+:34]([CH2:35][CH2:36][CH2:37][CH3:38])([CH2:39][CH2:40][CH2:41][CH3:42])[CH2:43][CH2:44][CH2:45][CH3:46])[CH2:47][CH2:48][CH3:49].[CH2:50]1[O:51][CH2:52][CH2:53][CH2:54]1.[CH3:1][O:2][C:3]([C:4]([CH3:5])([CH3:6])[NH:7][C:8](=[O:9])[c:10]1[c:11]([O:20][CH2:21][CH2:22][O:23][Si:24]([C:25]([CH3:26])([CH3:27])[CH3:28])([CH3:29])[CH3:30])[c:12]2[cH:13][cH:14][cH:15][cH:16][c:17]2[cH:18][cH:19]1)=[O:31].[F-:32]>>[CH3:1][O:2][C:3]([C:4]([CH3:5])([CH3:6])[NH:7][C:8](=[O:9])[c:10]1[c:11]([O:20][CH2:21][CH2:22][OH:23])[c:12]2[cH:13][cH:14][cH:15][cH:16][c:17]2[cH:18][cH:19]1)=[O:31].